This data is from the Open Reaction Database (ORD), a public repository of structured organic reaction records. The task is: describe an organic reaction: reactants, conditions, products, and yield Starting materials: c1ccc(COc2cnc(COC(c3ccccc3)(c3ccccc3)c3ccccc3)cc2OC2CCCC2)cc1, CCO. The product is Oc1cnc(COC(c2ccccc2)(c2ccccc2)c2ccccc2)cc1OC1CCCC1. As a reaction SMILES: [CH2:1]([c:2]1[cH:3][cH:4][cH:5][cH:6][cH:7]1)[O:8][c:9]1[c:10]([O:36][CH:37]2[CH2:38][CH2:39][CH2:40][CH2:41]2)[cH:11][c:12]([CH2:15][O:16][C:17]([c:18]2[cH:19][cH:20][cH:21][cH:22][cH:23]2)([c:24]2[cH:25][cH:26][cH:27][cH:28][cH:29]2)[c:30]2[cH:31][cH:32][cH:33][cH:34][cH:35]2)[n:13][cH:14]1.[CH3:42][CH2:43][OH:44]>>[OH:8][c:9]1[c:10]([O:36][CH:37]2[CH2:38][CH2:39][CH2:40][CH2:41]2)[cH:11][c:12]([CH2:15][O:16][C:17]([c:18]2[cH:19][cH:20][cH:21][cH:22][cH:23]2)([c:24]2[cH:25][cH:26][cH:27][cH:28][cH:29]2)[c:30]2[cH:31][cH:32][cH:33][cH:34][cH:35]2)[n:13][cH:14]1. Starting materials: O (water), ICC (iodoethane), C([O-])([O-])=O.[K+].[K+] (potassium carbonate), C(=O)C1=C(SC=C1)C(=O)O (3-Formyl-2-thiophenecarboxylic acid). The solvent is CN(C=O)C (N,N-dimethylformamide). Reaction conditions: time 15 hour. Yields the product C(C)OC(=O)C=1SC=CC1C=O (3-formyl-2-thiophenecarboxylic acid ethyl ester). Reaction SMILES: [CH:1]([C:3]1[CH:7]=[CH:6][S:5][C:4]=1[C:8]([OH:10])=[O:9])=[O:2].I[CH2:12][CH3:13].C(=O)([O-])[O-].[K+].[K+].O>CN(C)C=O>[CH2:12]([O:9][C:8]([C:4]1[S:5][CH:6]=[CH:7][C:3]=1[CH:1]=[O:2])=[O:10])[CH3:13] |f:2.3.4|. Procedure: 3-Formyl-2-thiophenecarboxylic acid (3.12 g) was dissolved in N,N-dimethylformamide (30 ml), and iodoethane (1.76 ml) and potassium carbonate (2.76 g) were added. The mixture was stirred at room temperature for 15 hours and poured into water. The mixture was extracted with ethyl acetate, washed with 5% aqueous potassium hydrogen sulfate, dried over anhydrous magnesium sulfate and concentrated under reduced pressure. The residue was subjected to silica gel column chromatography, and the desired f... Reactants: CCOC(=O)CC1OC(c2ccccn2)c2cc(Br)ccc2N(CC(C)(C)C)C1=O, O=C([O-])[O-], CO, [K+], [K+]. Yields the product CC(C)(C)CN1C(=O)C(CC(=O)O)OC(c2ccccn2)c2cc(Br)ccc21. RXN SMILES: [Br:1][c:2]1[cH:3][cH:4][c:5]2[c:6]([cH:30]1)[CH:7]([c:24]1[n:25][cH:26][cH:27][cH:28][cH:29]1)[O:8][CH:9]([CH2:18][C:19](=[O:20])[O:21][CH2:22][CH3:23])[C:10](=[O:17])[N:11]2[CH2:12][C:13]([CH3:14])([CH3:15])[CH3:16].[C:31](=[O:32])([O-:33])[O-:34].[CH3:37][OH:38].[K+:35].[K+:36]>>[Br:1][c:2]1[cH:3][cH:4][c:5]2[c:6]([cH:30]1)[CH:7]([c:24]1[n:25][cH:26][cH:27][cH:28][cH:29]1)[O:8][CH:9]([CH2:18][C:19](=[O:20])[OH:21])[C:10](=[O:17])[N:11]2[CH2:12][C:13]([CH3:14])([CH3:15])[CH3:16]. Starting materials: C(C)(=O)OCC.Cl (hydrogen chloride-ethyl acetate), OC(CN(C(OC(C)(C)C)=O)CCC1=CC=C(C=C1)NC([C@@H](O)C=1N=C(SC1)N)=O)COC1=CC=CC=C1 (t-butyl (S)-N-(2-hydroxy-3-phenoxypropyl)-N-[2-[4-[[2-(2-aminothiazol-4-yl)-2-hydroxyacetyl]amino]phenyl]ethyl]carbamate). Solvent: methanolic solution. Reaction conditions: time 4 hour. The product is Cl.Cl.OC(CNCCC1=CC=C(NC([C@@H](O)C=2N=C(SC2)N)=O)C=C1)COC1=CC=CC=C1 ((S)-4′-[2-[(2-hydroxy-3-phenoxypropyl)amino]ethyl]-2-(2-aminothiazol-4-yl)-2-hydroxyacetanilide dihydrochloride). As a reaction SMILES: C(OCC)(=O)C.[ClH:7].[OH:8][CH:9]([CH2:38][O:39][C:40]1[CH:45]=[CH:44][CH:43]=[CH:42][CH:41]=1)[CH2:10][N:11]([CH2:19][CH2:20][C:21]1[CH:26]=[CH:25][C:24]([NH:27][C:28](=[O:37])[C@H:29]([C:31]2[N:32]=[C:33]([NH2:36])[S:34][CH:35]=2)[OH:30])=[CH:23][CH:22]=1)C(=O)OC(C)(C)C>>[ClH:7].[ClH:7].[OH:8][CH:9]([CH2:38][O:39][C:40]1[CH:41]=[CH:42][CH:43]=[CH:44][CH:45]=1)[CH2:10][NH:11][CH2:19][CH2:20][C:21]1[CH:26]=[CH:25][C:24]([NH:27][C:28](=[O:37])[C@H:29]([C:31]2[N:32]=[C:33]([NH2:36])[S:34][CH:35]=2)[OH:30])=[CH:23][CH:22]=1 |f:0.1,3.4.5|. Procedure: 10 ml of a 4N hydrogen chloride-ethyl acetate solution was added to 10 ml of a methanolic solution of 285 mg of t-butyl (S)-N-(2-hydroxy-3-phenoxypropyl)-N-[2-[4-[[2-(2-aminothiazol-4-yl)-2-hydroxyacetyl]amino]phenyl]ethyl]carbamate at room temperature. The reaction mixture was stirred at room temperature for four hours. The solvent was evaporated off and the residue was purified by means of silica gel column chromatography (eluate: chloroform/methanol=7/1) to obtain 222 mg of (S)-4′-[2-[(2-hydr...